This data is from the Open Reaction Database (ORD), a public repository of structured organic reaction records. The task is: describe an organic reaction: reactants, conditions, products, and yield Starting materials: [N+](=O)([O-])C1=CC=C(C=C1)N[C@H](C)C(=O)O (4-nitrophenyl-D-alanine), N[C@@H](CC1=CC=CC=C1)C(=O)O (L-Phe). Product: [N+](=O)([O-])C1=CC=C(C=C1)N[C@@H](C)C(=O)O (4-nitrophenyl-L-alanine). The yield is 77.0%. RXN SMILES: [N+:1]([C:4]1[CH:9]=[CH:8][C:7]([NH:10][C@@H:11]([C:13]([OH:15])=[O:14])[CH3:12])=[CH:6][CH:5]=1)([O-:3])=[O:2].N[C@H](C(O)=O)CC1C=CC=CC=1>>[N+:1]([C:4]1[CH:5]=[CH:6][C:7]([NH:10][C@H:11]([C:13]([OH:15])=[O:14])[CH3:12])=[CH:8][CH:9]=1)([O-:3])=[O:2]. Procedure: The reaction described above for 4-nitrophenyl-D-alanine was repeated for the L isomer. About 125 grams of L-Phe was nitrated as described above and resulted in about 124 grams of 4-nitrophenyl-L-alanine (about 77% yield). [α]D =+6.8° (c=1.0 in 1N HCl). The reactants are BrC=1C=NC=C(C1)OC[C@@H]1N(CCC1)C(=O)OC(C)(C)C (3-bromo-5-[[1-(tert-butoxycarbonyl)-2(R)-pyrrolidinyl]methoxy]pyridine), N1=CC(=CC=C1)COCCC1CCNCC1 (4-[2-(3-pyridylmethoxy)ethyl]piperidine), CC(C)([O-])C.[K+] (potassium tert-butoxide). Reagents/catalysts: C=1C=CC(=CC1)/C=C/C(=O)/C=C/C2=CC=CC=C2.C=1C=CC(=CC1)/C=C/C(=O)/C=C/C2=CC=CC=C2.C=1C=CC(=CC1)/C=C/C(=O)/C=C/C2=CC=CC=C2.[Pd].[Pd] (tris(dibenzylideneacetone)dipalladium(0)), C1(=CC=CC=C1)P(C1=CC=CC=2C(C3=CC=CC(=C3OC12)P(C1=CC=CC=C1)C1=CC=CC=C1)(C)C)C1=CC=CC=C1 (4,5-bis(diphenylphosphino)-9,9-dimethylxanthene). The solvent is C1(=CC=CC=C1)C (toluene), CCOC(=O)C (EtOAc). Yields the product C(C)(C)(C)OC(=O)N1[C@@H](CCC1)COC=1C=NC=C(C1)N1CCC(CC1)CCOCC=1C=NC=CC1 (3-[[1-(tert-Butoxycarbonyl)-2(S)-pyrrolidinyl]methoxy]-5-[4-[2-(3-pyridylmethoxy)ethyl]-1-piperidinyl]pyridine). Isolated yield 89.4%. RXN SMILES: Br[C:2]1[CH:3]=[N:4][CH:5]=[C:6]([O:8][CH2:9][C@H:10]2[CH2:14][CH2:13][CH2:12][N:11]2[C:15]([O:17][C:18]([CH3:21])([CH3:20])[CH3:19])=[O:16])[CH:7]=1.[N:22]1[CH:27]=[CH:26][CH:25]=[C:24]([CH2:28][O:29][CH2:30][CH2:31][CH:32]2[CH2:37][CH2:36][NH:35][CH2:34][CH2:33]2)[CH:23]=1.CC(C)([O-])C.[K+]>C1(C)C=CC=CC=1.CCOC(C)=O.C1C=CC(/C=C/C(/C=C/C2C=CC=CC=2)=O)=CC=1.C1C=CC(/C=C/C(/C=C/C2C=CC=CC=2)=O)=CC=1.C1C=CC(/C=C/C(/C=C/C2C=CC=CC=2)=O)=CC=1.[Pd].[Pd].C1(P(C2C=CC=CC=2)C2C3OC4C(=CC=CC=4P(C4C=CC=CC=4)C4C=CC=CC=4)C(C)(C)C=3C=CC=2)C=CC=CC=1>[C:18]([O:17][C:15]([N:11]1[CH2:12][CH2:13][CH2:14][C@H:10]1[CH2:9][O:8][C:6]1[CH:5]=[N:4][CH:3]=[C:2]([N:35]2[CH2:34][CH2:33][CH:32]([CH2:31][CH2:30][O:29][CH2:28][C:24]3[CH:23]=[N:22][CH:27]=[CH:26][CH:25]=3)[CH2:37][CH2:36]2)[CH:7]=1)=[O:16])([CH3:21])([CH3:20])[CH3:19] |f:2.3,6.7.8.9.10|. Procedure: To a solution of 3-bromo-5-[[1-(tert-butoxycarbonyl)-2(R)-pyrrolidinyl]methoxy]pyridine (147 mg, 0.41 mmol) and 4-[2-(3-pyridylmethoxy)ethyl]piperidine (99.8 mg, 0.45 mmol, 1.1 equiv.) in anhydrous toluene (2 mL) were added successively potassium tert-butoxide (75 mg, 0.61 mmol, 1.5 equiv.), tris(dibenzylideneacetone)dipalladium(0) (7.5 mg, 8.0 μmol, 0.02 equiv.), and 4,5-bis(diphenylphosphino)-9,9-dimethylxanthene (Xantphos; 14.3 mg, 24 μmol, 0.06 equiv.). The mixture was degassed and purged wi... Starting materials: O1C(OCC1)C1=CC=C(C=C1)C1=NC2=CC=NC(=C2C=C1C1=CC=CC=C1)NN ([2-(4-[1,3]Dioxolan-2-yl-phenyl)-3-phenyl-[1,6]naphthyridin-5-yl]-hydrazine), C=1C=CC2=C(C1)N=NN2O (HOBT), CN1C=NC(=C1)C(=O)O (1-methyl-1H-imidazole-4-carboxylic acid), C(CCl)Cl (EDC). Solvent: C(C)(=O)O (acetic acid), CN(C)C=O (DMF), O (water). Conditions: time 8 hour. The product is O1C(OCC1)C1=CC=C(C=C1)C1=NC=2C=CN3C(C2C=C1C1=CC=CC=C1)=NN=C3C=3N=CN(C3)C (8-[4-(1,3-dioxolan-2-yl)phenyl]-3-(1-methyl-1H-imidazol-4-yl)-9-phenyl[1,2,4]triazolo[3,4-f]-1,6-naphthyridine). Reaction SMILES: [O:1]1[CH2:5][CH2:4][O:3][CH:2]1[C:6]1[CH:11]=[CH:10][C:9]([C:12]2[C:21]([C:22]3[CH:27]=[CH:26][CH:25]=[CH:24][CH:23]=3)=[CH:20][C:19]3[C:14](=[CH:15][CH:16]=[N:17][C:18]=3[NH:28][NH2:29])[N:13]=2)=[CH:8][CH:7]=1.C1C=CC2N(O)N=NC=2C=1.[CH3:40][N:41]1[CH:45]=[C:44]([C:46](O)=O)[N:43]=[CH:42]1.C(Cl)CCl>CN(C=O)C.O.C(O)(=O)C>[O:3]1[CH2:4][CH2:5][O:1][CH:2]1[C:6]1[CH:11]=[CH:10][C:9]([C:12]2[C:21]([C:22]3[CH:27]=[CH:26][CH:25]=[CH:24][CH:23]=3)=[CH:20][C:19]3[C:18]4=[N:28][N:29]=[C:46]([C:44]5[N:43]=[CH:42][N:41]([CH3:40])[CH:45]=5)[N:17]4[CH:16]=[CH:15][C:14]=3[N:13]=2)=[CH:8][CH:7]=1. Procedure details: To a stirred solution of 3-4 (5 g, 13 mMol), HOBT (1.9 g, 14.3 mMol), and 1-methyl-1H-imidazole-4-carboxylic acid (2 g, 15.6 mMol) in anhydrous DMF (100 mL) was added EDC (2.7 g, 14.3 mMol). The solution was stirred overnight at ambient temperature. The solution was then treated with 24 mL of acetic acid and was heated to 80° C. in an oil bath for 5 hours. Upon cooling to room temperature, an equal volume of water was added and the resulting suspension was filtered and washed with copious amount... Starting materials: O=C[C@H](O)[C@@H](O)[C@H](O)[C@H](O)CO (glucose), (NH4)2SO4, OP(=O)(O)[O-].[K+] (KH2PO4), MgSO4.7H2O, FeSO4.7H2O, MnSO4.4H2O, OC(=O)CCCC[C@@H]1SC[C@@H]2NC(=O)N[C@H]12 (biotin), CC1=C(SC=[N+]1CC=2C=NC(=NC2N)C)CCO (thiamine), C(C=1C(N)=CC=CC1)(=O)O (anthranilic acid), N[C@@H](CO)C(=O)O (serine), Cl (HCl), C(=O)([O-])[O-].[Ca+2] (CaCO3). The solvent is O (water). As a reaction SMILES: O=C[C@@H]([C@H]([C@@H]([C@@H](CO)O)O)O)O.OP([O-])(O)=O.[K+].OC(C[CH2:23][CH2:24][CH2:25][C@H:26]1[C@@H:34]2[C@@H:29](N[C:31]([NH:33]2)=O)[CH2:28]S1)=O.CC1[N+](CC2C=NC(C)=NC=2N)=CSC=1CCO.Cl.[NH2:54][C@H:55]([C:58]([OH:60])=[O:59])[CH2:56]O.C(O)(=O)C1C(=CC=CC=1)N.C([O-])([O-])=O.[Ca+2]>O>[NH2:54][C@H:55]([C:58]([OH:60])=[O:59])[CH2:56][C:28]1[C:29]2[C:34](=[CH:26][CH:25]=[CH:24][CH:23]=2)[NH:33][CH:31]=1 |f:1.2,8.9|. Conditions: time 70 hour. Reported procedure: A culture medium containing 100 g of glucose, 40 g of (NH4)2SO4, 1 g of KH2PO4, 0.4 g of MgSO4.7H2O, 10 mg of FeSO4.7H2O, 10 mg of MnSO4.4H2O, 1 g of "Casamino acid", 300 microgram/l of biotin, 200 microgram/l of thiamine.HCl, 5 g of serine, 5 g of anthranilic acid and 50 g of CaCO3 in 1 l of water and having a pH value of 7.0 was used for the culture. Each the strains was inoculated into 3 ml of the above-mentioned culture medium placed in a test tube and then cultured at 30° C. for 70 hours wi... Product: N[C@@H](CC1=CNC2=CC=CC=C12)C(=O)O (L-tryptophan). Starting materials: N1(CCCCC1)CCOCC(CC(=O)OCCCC1=CC=CC=C1)=O (3-phenylpropyl 4-(2-(1-piperidinyl)ethoxy)acetoacetate), ClC=1C=C(C=O)C=CC1Cl (3,4-dichlorobenzaldehyde), Cl.C(N)(=N)C=1SC=CC1 (2-amidinothiophene hydrochloride), C(O)([O-])=O.[Na+] (sodium hydrogen carbonate). The solvent is CN(C=O)C (N,N-dimethylformamide). Conditions: temperature 60 celsius. Product: ClC=1C=C(C=CC1Cl)C1N=C(NC(=C1C(=O)OCCCC1=CC=CC=C1)COCCN1CCCCC1)C=1SC=CC1 (3-Phenylpropyl 4-(3,4-dichlorophenyl)-6-[(2-(1-piperidinyl)ethoxy)methyl]-2-(2-thienyl)-1,4-dihydropyrimidine-5-carboxylate). The yield is 15.3%. RXN SMILES: [N:1]1([CH2:7][CH2:8][O:9][CH2:10][C:11](=O)[CH2:12][C:13]([O:15][CH2:16][CH2:17][CH2:18][C:19]2[CH:24]=[CH:23][CH:22]=[CH:21][CH:20]=2)=[O:14])[CH2:6][CH2:5][CH2:4][CH2:3][CH2:2]1.[Cl:26][C:27]1[CH:28]=[C:29]([CH:32]=[CH:33][C:34]=1[Cl:35])[CH:30]=O.Cl.[C:37]([C:40]1[S:41][CH:42]=[CH:43][CH:44]=1)(=[NH:39])[NH2:38].C(=O)([O-])O.[Na+]>CN(C)C=O>[Cl:26][C:27]1[CH:28]=[C:29]([CH:30]2[C:12]([C:13]([O:15][CH2:16][CH2:17][CH2:18][C:19]3[CH:24]=[CH:23][CH:22]=[CH:21][CH:20]=3)=[O:14])=[C:11]([CH2:10][O:9][CH2:8][CH2:7][N:1]3[CH2:6][CH2:5][CH2:4][CH2:3][CH2:2]3)[NH:39][C:37]([C:40]3[S:41][CH:42]=[CH:43][CH:44]=3)=[N:38]2)[CH:32]=[CH:33][C:34]=1[Cl:35] |f:2.3,4.5|. Reported procedure: A mixture of 3-phenylpropyl 4-(2-(1-piperidinyl)ethoxy)acetoacetate (2.7 g, 7.77 mmol), 3,4-dichlorobenzaldehyde (1.63 g, 9.32 mmol), 2-amidinothiophene hydrochloride (1.52 g, 9.32 mmol) and sodium hydrogen carbonate (0.79 g, 9.35 mmol) was stirred in N,N-dimethylformamide (20 mL) for 4 days at room temperature and then heated to 60° C. for 3 days. The DMF was removed in vacuo and ethyl acetate was added to the residue. The precipitate was removed by filtration and the filtrate was washed with w... Reactants: ClC1=CC=C(C=C1)/C=C/C=1C=C(C=CC1)N1N=C(C(=C1COC)C(=O)O)COC (1-{3-[(E)-2-(4-chloro-phenyl)-vinyl]-phenyl}-3,5-bis-methoxymethyl-1H-pyrazole-4-carboxylic acid), ClC1=CC=C(C=C1)/C=C/C=1C=C(C=CC1)N1N=C(C(=C1COC)C(=O)O)COC (1-{3-[(E)-2-(4-chloro-phenyl)-vinyl]-phenyl}-3,5-bis-methoxymethyl-1H-pyrazole-4-carboxylic acid), N1(CCNCCC1)CCO (2-[1,4]diazepan-1-yl-ethanol). The product is ClC1=CC=C(C=C1)/C=C/C=1C=C(C=CC1)N1N=C(C(=C1COC)C(=O)N1CCN(CCC1)CCO)COC ((1-{3-[(E)-2-(4-Chloro-phenyl)-vinyl]-phenyl}-3,5-bis-methoxymethyl-1H-pyrazol-4-yl)-[4-(2-hydroxy-ethyl)-[1,4]diazepan-1-yl]-methanone). Procedure details: In analogy to the procedure described for example 1, 1-{3-[(E)-2-(4-chloro-phenyl)-vinyl]-phenyl}-3,5-bis-methoxymethyl-1H-pyrazole-4-carboxylic acid (intermediate 3) and 2-[1,4]diazepan-1-yl-ethanol gave the title compound as brown oil. MS: 539.3 (MH+, 1 Cl). Reaction SMILES: [Cl:1][C:2]1[CH:7]=[CH:6][C:5](/[CH:8]=[CH:9]/[C:10]2[CH:11]=[C:12]([N:16]3[C:20]([CH2:21][O:22][CH3:23])=[C:19]([C:24](O)=[O:25])[C:18]([CH2:27][O:28][CH3:29])=[N:17]3)[CH:13]=[CH:14][CH:15]=2)=[CH:4][CH:3]=1.[N:30]1([CH2:37][CH2:38][OH:39])[CH2:36][CH2:35][CH2:34][NH:33][CH2:32][CH2:31]1>>[Cl:1][C:2]1[CH:7]=[CH:6][C:5](/[CH:8]=[CH:9]/[C:10]2[CH:11]=[C:12]([N:16]3[C:20]([CH2:21][O:22][CH3:23])=[C:19]([C:24]([N:33]4[CH2:34][CH2:35][CH2:36][N:30]([CH2:37][CH2:38][OH:39])[CH2:31][CH2:32]4)=[O:25])[C:18]([CH2:27][O:28][CH3:29])=[N:17]3)[CH:13]=[CH:14][CH:15]=2)=[CH:4][CH:3]=1.